From a dataset of the Open Reaction Database (ORD), a public repository of structured organic reaction records. describe an organic reaction: reactants, conditions, products, and yield The reactants are C1=CC=C(C=C1)COC2=CC3=C(C=C2)NC=C3CCO (5-benzyloxytryptophol), crude product, C(C)C(=O)CC (diethyl ketone), C1(=CC=C(C=C1)S(=O)(=O)O)C (p-toluene sulfonic acid). Solvent: C1=CC=CC=C1 (benzene). The product is C(C)C1(OCCC2=C1NC1=CC=C(C=C21)OCC2=CC=CC=C2)CC (1,3,4,9-Tetrahydro-1,1-diethyl-6-(phenylmethoxy)pyrano[3,4-b]indole). Reaction SMILES: [CH:1]1[CH:6]=[CH:5][C:4]([CH2:7][O:8][C:9]2[CH:14]=[CH:13][C:12]3[NH:15][CH:16]=[C:17]([CH2:18][CH2:19][OH:20])[C:11]=3[CH:10]=2)=[CH:3][CH:2]=1.[CH2:21]([C:23]([CH2:25][CH3:26])=O)[CH3:22].C1(C)C=CC(S(O)(=O)=O)=CC=1>C1C=CC=CC=1>[CH2:21]([C:23]1([CH2:25][CH3:26])[C:16]2[NH:15][C:12]3[C:11]([C:17]=2[CH2:18][CH2:19][O:20]1)=[CH:10][C:9]([O:8][CH2:7][C:4]1[CH:3]=[CH:2][CH:1]=[CH:6][CH:5]=1)=[CH:14][CH:13]=3)[CH3:22]. Reported procedure: A mixture consisting of 5-benzyloxytryptophol (7.0 g, 0.0262 mol), diethyl ketone (10 mL), benzene (400 mL) and p-toluene sulfonic acid is refluxed for 3.5 hours using a Dean-Stark tap to remove the water. The reaction mixture is cooled to room temperature, washed with 5% sodium bicarbonate, water (200 mL), brine (200 mL), dried (MgSO4), filtered and concentrated to give 9.9 g of crude product. The crude product is flash chromatographed on silica gel using 15% ethyl acetate/hexane as an eluent t... Starting materials: CC1=NC2=CC=C(C(=C2C(=C1C)O)C(F)(F)F)OC1=CC=C(C=C1)OC(F)(F)F (2,3-dimethyl-4-hydroxy-6-(4-trifluoromethoxyphenoxy)-5-trifluoromethyl-quinoline), C(C)(=O)OC(C)=O (Acetic anhydride). Reaction conditions: temperature 122.5 celsius. The product is C(C)(=O)OC1=C(C(=NC2=CC=C(C(=C12)C(F)(F)F)OC1=CC=C(C=C1)OC(F)(F)F)C)C (4-acetoxy-2,3-dimethyl-6-(4-trifluoromethoxyphenoxy)-5-trifluoromethyl-quinoline). RXN SMILES: [CH3:1][C:2]1[C:11]([CH3:12])=[C:10]([OH:13])[C:9]2[C:4](=[CH:5][CH:6]=[C:7]([O:18][C:19]3[CH:24]=[CH:23][C:22]([O:25][C:26]([F:29])([F:28])[F:27])=[CH:21][CH:20]=3)[C:8]=2[C:14]([F:17])([F:16])[F:15])[N:3]=1.[C:30](OC(=O)C)(=[O:32])[CH3:31]>>[C:30]([O:13][C:10]1[C:9]2[C:4](=[CH:5][CH:6]=[C:7]([O:18][C:19]3[CH:24]=[CH:23][C:22]([O:25][C:26]([F:28])([F:29])[F:27])=[CH:21][CH:20]=3)[C:8]=2[C:14]([F:17])([F:16])[F:15])[N:3]=[C:2]([CH3:1])[C:11]=1[CH3:12])(=[O:32])[CH3:31]. Reported procedure: A solution of 3.4 g of 4-(4-trifluoromethoxyphenoxy)-3-trifluoromethyl-aniline, 2.4 g of ethyl 2-methylacetoacetate, and 0.3 g of p-toluenesulfonic acid dissolved in 100 mL of xylene was heated under reflux for 36 hr. This reaction solution was cooled, and the precipitated crystals were collected by filtration to give 1.73 g of 2,3-dimethyl-4-hydroxy-6-(4-trifluoromethoxyphenoxy)-7-trifluoromethyl-quinoline. The filtrate was concentrated under the reduced pressure to give 2,3-dimethyl-4-hydroxy-... The reactants are OCCN1C(=NC2=C1C(=CC(=C2)C#N)OC)C2=CC=C(C=C2)C(C)C (1-(2-Hydroxy-ethyl)-2-(4-isopropyl-phenyl)-7-methoxy-1H-benzoimidazole-5-carbonitrile), C(C)(=O)O (acetic acid), N1=CC=CC=C1 (pyridine), ice water, [PH2](=O)[O-].[Na+] (sodium hypophosphite). The reagents and catalysts are [Ni] (Raney-Nickel). The solvent is O (water). Reaction conditions: temperature 50 celsius. Product: C(C)(C)C1=CC=C(C=C1)C1=NC2=C(N1CCOC)C(=CC(=C2)C=O)OC (2-(4-Isopropyl-phenyl)-7-methoxy-1-(2-methoxy-ethyl)-1H-benzoimidazole-5-carbaldehyde). RXN SMILES: [OH:1][CH2:2][CH2:3][N:4]1[C:8]2[C:9]([O:15][CH3:16])=[CH:10]C(C#N)=[CH:12][C:7]=2[N:6]=[C:5]1[C:17]1[CH:22]=[CH:21][C:20]([CH:23]([CH3:25])[CH3:24])=[CH:19][CH:18]=1.[C:26]([OH:29])(=O)[CH3:27].[PH2]([O-])=O.[Na+].N1C=CC=C[CH:35]=1>O.[Ni]>[CH:23]([C:20]1[CH:21]=[CH:22][C:17]([C:5]2[N:4]([CH2:3][CH2:2][O:1][CH3:35])[C:8]3[C:9]([O:15][CH3:16])=[CH:10][C:27]([CH:26]=[O:29])=[CH:12][C:7]=3[N:6]=2)=[CH:18][CH:19]=1)([CH3:25])[CH3:24] |f:2.3|. Reported procedure: To a solution of 7.02 g (20.1 mmol) of 1-(2-Hydroxy-ethyl)-2-(4-isopropyl-phenyl)-7-methoxy-1H-benzoimidazole-5-carbonitrile in 280 ml pyridine is added 140 ml acetic acid. After addition of a solution of 14.1 g (161 mmol) sodium hypophosphite in 140 ml water and heating to 50° C. Raney-Nickel is added in 50 mg portions (3× over 12 h) until the reaction is complete. The reaction mixtures is cooled to RT, ice/water is added and the reaction mixture is extracted with ethyl acetate (3×). The organi...